This data is from the Open Reaction Database (ORD), a public repository of structured organic reaction records. The task is: describe an organic reaction: reactants, conditions, products, and yield Starting materials: C(C)(=O)OCC1CC(C2CN(CC2C1)CC1=CC=CC=C1)=O ((3aRS,6SR,7aSR)-6-acetoxymethyl-2-benzyl-4-perhydroisoindolone), COC1=C(C=CC=C1)[Mg]Br (2-methoxyphenylmagnesium bromide), [Cl-].[NH4+] (ammonium chloride), C(C)(=O)OCC (ethyl acetate). Run in O1CCCC1 (tetrahydrofuran), O1CCCC1 (tetrahydrofuran). Conditions: temperature 20 celsius, time 20 hour. The product is C(C1=CC=CC=C1)N1CC2CC(CC(C2C1)(O)C1=C(C=CC=C1)OC)CO ((3aRS,4RS,6SR, 7aSR)-2-benzyl-6-hydroxymethyl-4-(2-methoxyphenyl)-4-perhydroisoindolol). Yield: 37.9%. RXN SMILES: [CH3:1][O:2][C:3]1[CH:8]=[CH:7][CH:6]=[CH:5][C:4]=1[Mg]Br.C([O:14][CH2:15][CH:16]1[CH2:24][CH:23]2[CH:19]([CH2:20][N:21]([CH2:25][C:26]3[CH:31]=[CH:30][CH:29]=[CH:28][CH:27]=3)[CH2:22]2)[C:18](=[O:32])[CH2:17]1)(=O)C.[Cl-].[NH4+].C(OCC)(=O)C>O1CCCC1>[CH2:25]([N:21]1[CH2:20][CH:19]2[CH:23]([CH2:24][CH:16]([CH2:15][OH:14])[CH2:17][C:18]2([C:4]2[CH:5]=[CH:6][CH:7]=[CH:8][C:3]=2[O:2][CH3:1])[OH:32])[CH2:22]1)[C:26]1[CH:27]=[CH:28][CH:29]=[CH:30][CH:31]=1 |f:2.3|. Reported procedure: To a suspension of 2-methoxyphenylmagnesium bromide (prepared from 24.9 cm3 of 2-bromoanisole and 4.86 g of magnesium) in 200 cm3 of anhydrous tetrahydrofuran is added a solution of 8.0 g of (3aRS,6SR,7aSR)-6-acetoxymethyl-2-benzyl-4-perhydroisoindolone in 60 cm3 of anhydrous tetrahydrofuran. The reaction mixture is stirred for 20 hours at 20° C. and then cooled to +5° C. and treated with 120 cm3 of saturated aqueous ammonium chloride solution and 100 cm3 of ethyl acetate. After filtration of th...